Dataset: the Open Reaction Database (ORD), a public repository of structured organic reaction records. Task: describe an organic reaction: reactants, conditions, products, and yield Starting materials: C(C)OC(=O)C1(CC2C3(C(=NCC2)C=CC=C3)S1)C(=O)OC(C)(C)C (2-tert-butoxycarbonyl-1,2,3,4-tetrahydrobenzo[b]thieno[2,3-c]pyridine-carboxylic acid ethyl ester), aqueous solution, [OH-].[Na+] (sodium hydroxide), CO (methanol). Solvent: C(Cl)(Cl)Cl (chloroform). Product: C(C)(C)(C)OC(=O)C1C(C2C3(C(=NCC2)C=CC=C3)S1)C(=O)O (2-tert-butoxycarbonyl-1,2,3,4-tetrahydrobenzo[b]thieno[2,3-c]pyridine-3-carboxylic acid). Yield: 75.0%. RXN SMILES: C(OC([C:6]1([C:19]([O:21][C:22]([CH3:25])([CH3:24])[CH3:23])=[O:20])[S:18][C:9]23[CH:17]=[CH:16][CH:15]=[CH:14][C:10]2=[N:11][CH2:12][CH2:13][CH:8]3[CH2:7]1)=O)C.[OH-:26].[Na+].[CH3:28][OH:29]>C(Cl)(Cl)Cl>[C:22]([O:21][C:19]([CH:6]1[S:18][C:9]23[CH:17]=[CH:16][CH:15]=[CH:14][C:10]2=[N:11][CH2:12][CH2:13][CH:8]3[CH:7]1[C:28]([OH:29])=[O:26])=[O:20])([CH3:25])([CH3:23])[CH3:24] |f:1.2|. Procedure details: In a mixed solvent of 30 ml of methanol and 20 ml of chloroform was dissolved 6 g of 2-tert-butoxycarbonyl-1,2,3,4-tetrahydrobenzo[b]thieno[2,3-c]pyridine-carboxylic acid ethyl ester and 4 ml of an aqueous solution of 5N sodium hydroxide was further added thereto, and then the solution was refluxed for 5 hours. The solvents were distilled off under reduced pressure and 300 ml of 5% citric acid and 300 ml of chloroform were added to the residue. The chloroform layer was washed with a saturated aq... Reactants: C1=C(OC=C(C1=O)O)CO (Kojic acid), S(O)(O)(=O)=O (sulfuric acid), [OH-].[Na+] (sodium hydroxide), C=O (formalin). Solvent: O (water). Conditions: time 3 hour. Yields the product OCC=1OC(=C(C(C1)=O)O)CO (2,6-Dihydroxymethyl-5-hydroxy-4-pyrone). Reaction SMILES: [CH:1]1[C:6](=[O:7])[C:5]([OH:8])=[CH:4][O:3][C:2]=1[CH2:9][OH:10].[OH-:11].[Na+].[CH2:13]=O.S(=O)(=O)(O)O>O>[OH:10][CH2:9][C:2]1[O:3][C:4]([CH2:13][OH:11])=[C:5]([OH:8])[C:6](=[O:7])[CH:1]=1 |f:1.2|. Procedure details: Kojic acid, 28 g, was suspended in 100 ml of water and a pH of the suspension was adjusted to 10.5 with 50% sodium hydroxide. After 16 ml of 35% formalin was added to the suspension, the mixture was stirred at room temperature for 3 hours. After completion of the reaction, the reaction mixture was cooled to 5° C. and its pH was adjusted to 2.0 with 50% sulfuric acid. Then, the reaction solution was concentrated to about 50 ml and the resulting crystals were taken out by filtration, washed with a... Reactants: COC(=O)C(C)Br, O=C([O-])[O-], CN(C)C=O, Cn1c(C(F)(F)F)cc(=O)n(-c2cc(Oc3ccccc3O)c(Cl)cc2F)c1=O, [K+], [K+]. The product is COC(=O)C(C)Oc1ccccc1Oc1cc(-n2c(=O)cc(C(F)(F)F)n(C)c2=O)c(F)cc1Cl. RXN SMILES: [Br:36][CH:37]([C:38](=[O:39])[O:40][CH3:41])[CH3:42].[C:30](=[O:31])([O-:32])[O-:33].[CH3:43][N:44]([CH3:45])[CH:46]=[O:47].[Cl:1][c:2]1[c:3]([O:4][c:5]2[c:6]([OH:11])[cH:7][cH:8][cH:9][cH:10]2)[cH:12][c:13](-[n:17]2[c:18](=[O:29])[n:19]([CH3:28])[c:20]([C:24]([F:25])([F:26])[F:27])[cH:21][c:22]2=[O:23])[c:14]([F:16])[cH:15]1.[K+:34].[K+:35]>>[Cl:1][c:2]1[c:3]([O:4][c:5]2[c:6]([O:11][CH:37]([C:38](=[O:39])[O:40][CH3:41])[CH3:42])[cH:7][cH:8][cH:9][cH:10]2)[cH:12][c:13](-[n:17]2[c:18](=[O:29])[n:19]([CH3:28])[c:20]([C:24]([F:25])([F:26])[F:27])[cH:21][c:22]2=[O:23])[c:14]([F:16])[cH:15]1. Starting materials: ClCCCl, C1CCOC1, COc1ccc(CN2CCc3c(C(=O)O)ncc(OC)c3C2=O)cc1, CNC. Yields the product COc1ccc(CN2CCc3c(C(=O)N(C)C)ncc(OC)c3C2=O)cc1. As a reaction SMILES: [CH2:26]([Cl:27])[CH2:28][Cl:29].[CH2:33]1[O:34][CH2:35][CH2:36][CH2:37]1.[CH3:1][O:2][c:3]1[cH:4][n:5][c:6]([C:23](=[O:24])[OH:25])[c:7]2[c:12]1[C:11](=[O:13])[N:10]([CH2:14][c:15]1[cH:16][cH:17][c:18]([O:21][CH3:22])[cH:19][cH:20]1)[CH2:9][CH2:8]2.[CH3:30][NH:31][CH3:32]>>[CH3:1][O:2][c:3]1[cH:4][n:5][c:6]([C:23](=[O:24])[N:31]([CH3:30])[CH3:32])[c:7]2[c:12]1[C:11](=[O:13])[N:10]([CH2:14][c:15]1[cH:16][cH:17][c:18]([O:21][CH3:22])[cH:19][cH:20]1)[CH2:9][CH2:8]2. Reactants: COC=1C=C(C(=O)Cl)C=CC1OC (3,4-dimethoxybenzoyl chloride), N1(CCOCC1)C(CCNC1=CC=C(C=C1)[N+](=O)[O-])C (N-[3-(morpholin-4-yl)butyl]-4-nitrobenzenamine). The product is COC=1C=C(C(=O)N(C2=CC=C(C=C2)[N+](=O)[O-])CCC(C)N2CCOCC2)C=CC1OC (3,4-Dimethoxy-N-[3-(morpholin-4-yl)butyl]-N-(4-nitrophenyl)benzamide). RXN SMILES: [CH3:1][O:2][C:3]1[CH:4]=[C:5]([CH:9]=[CH:10][C:11]=1[O:12][CH3:13])[C:6](Cl)=[O:7].[N:14]1([CH:20]([CH3:33])[CH2:21][CH2:22][NH:23][C:24]2[CH:29]=[CH:28][C:27]([N+:30]([O-:32])=[O:31])=[CH:26][CH:25]=2)[CH2:19][CH2:18][O:17][CH2:16][CH2:15]1>>[CH3:1][O:2][C:3]1[CH:4]=[C:5]([CH:9]=[CH:10][C:11]=1[O:12][CH3:13])[C:6]([N:23]([CH2:22][CH2:21][CH:20]([N:14]1[CH2:15][CH2:16][O:17][CH2:18][CH2:19]1)[CH3:33])[C:24]1[CH:25]=[CH:26][C:27]([N+:30]([O-:32])=[O:31])=[CH:28][CH:29]=1)=[O:7]. Procedure details: In a manner similar to Preparation 16, react 3,4-dimethoxybenzoyl chloride with N-[3-(morpholin-4-yl)butyl]-4-nitrobenzenamine to obtain the title compound. The reactants are [O-]B([O-])Oc1ccc(N2CCOCC2)cc1, COC(=O)C1=Cc2cc(Br)ccc2N(C(=O)OC(C)(C)C)CC1, O=C([O-])[O-], Cc1ccccc1, CCO, [K+], [K+], c1ccc(P(c2ccccc2)(c2ccccc2)[Pd](P(c2ccccc2)(c2ccccc2)c2ccccc2)(P(c2ccccc2)(c2ccccc2)c2ccccc2)P(c2ccccc2)(c2ccccc2)c2ccccc2)cc1. The product is COC(=O)C1=Cc2cc(-c3ccc(N4CCOCC4)cc3)ccc2N(C(=O)OC(C)(C)C)CC1. RXN SMILES: [B:24]([O-:25])([O-:38])[O:39][c:26]1[cH:27][cH:28][c:29]([N:32]2[CH2:33][CH2:34][O:35][CH2:36][CH2:37]2)[cH:30][cH:31]1.[Br:1][c:2]1[cH:3][cH:4][c:5]2[c:6]([cH:23]1)[CH:7]=[C:8]([C:19](=[O:20])[O:21][CH3:22])[CH2:9][CH2:10][N:11]2[C:12](=[O:13])[O:14][C:15]([CH3:16])([CH3:17])[CH3:18].[C:40](=[O:41])([O-:42])[O-:43].[CH3:126][c:127]1[cH:128][cH:129][cH:130][cH:131][cH:132]1.[CH3:46][CH2:47][OH:48].[K+:44].[K+:45].[cH:49]1[cH:50][cH:51][c:52]([P:53]([Pd:54]([P:55]([c:56]2[cH:57][cH:58][cH:59][cH:60][cH:61]2)([c:62]2[cH:63][cH:64][cH:65][cH:66][cH:67]2)[c:68]2[cH:69][cH:70][cH:71][cH:72][cH:73]2)([P:74]([c:75]2[cH:76][cH:77][cH:78][cH:79][cH:80]2)([c:81]2[cH:82][cH:83][cH:84][cH:85][cH:86]2)[c:87]2[cH:88][cH:89][cH:90][cH:91][cH:92]2)[P:93]([c:94]2[cH:95][cH:96][cH:97][cH:98][cH:99]2)([c:100]2[cH:101][cH:102][cH:103][cH:104][cH:105]2)[c:106]2[cH:107][cH:108][cH:109][cH:110][cH:111]2)([c:112]2[cH:113][cH:114][cH:115][cH:116][cH:117]2)[c:118]2[cH:119][cH:120][cH:121][cH:122][cH:123]2)[cH:124][cH:125]1>>[c:2]1(-[c:26]2[cH:27][cH:28][c:29]([N:32]3[CH2:33][CH2:34][O:35][CH2:36][CH2:37]3)[cH:30][cH:31]2)[cH:3][cH:4][c:5]2[c:6]([cH:23]1)[CH:7]=[C:8]([C:19](=[O:20])[O:21][CH3:22])[CH2:9][CH2:10][N:11]2[C:12](=[O:13])[O:14][C:15]([CH3:16])([CH3:17])[CH3:18]. The reactants are C(C1=CC=CC=C1)[C@H](C(=O)O)CC[C@@H](C(N[C@@H]1C(N(CCCC1)C1=C(C=CC=C1)C)=O)=O)CC1=CC=CC=C1 ((2R,5R)-2,5-Dibenzyl-6-oxo-6-((S)-2-oxo-1-o-tolylazepan-3-ylamino)hexanoic acid), N[C@@H]1C(N2[C@@H](SCC1)CCC[C@H]2C#N)=O ((4S,7S,10aS)-4-Amino-5-oxooctahydro-2H-pyrido[2,1-b][1,3]thiazepine-7-carbonitrile). The product is C(C1=CC=CC=C1)[C@H](C(=O)N[C@@H]1C(N2[C@@H](SCC1)CCC[C@H]2C#N)=O)CC[C@@H](C(=O)N[C@@H]2C(N(CCCC2)C2=C(C=CC=C2)C)=O)CC2=CC=CC=C2 ((2R,5R)-2,5-Dibenzyl-N1-((4S,7S,10aS)-7-cyano-5-oxooctahydro-2H-pyrido[2,1-b][1,3]thiazepin-4-yl)-N6-((S)-2-oxo-1-o-tolylazepan-3-yl)hexanediamide), solid. Yield: 57.0%. RXN SMILES: [CH2:1]([C@@H:8]([CH2:12][CH2:13][C@H:14]([CH2:33][C:34]1[CH:39]=[CH:38][CH:37]=[CH:36][CH:35]=1)[C:15](=[O:32])[NH:16][C@H:17]1[CH2:23][CH2:22][CH2:21][CH2:20][N:19]([C:24]2[CH:29]=[CH:28][CH:27]=[CH:26][C:25]=2[CH3:30])[C:18]1=[O:31])[C:9](O)=[O:10])[C:2]1[CH:7]=[CH:6][CH:5]=[CH:4][CH:3]=1.[NH2:40][C@H:41]1[CH2:47][CH2:46][S:45][C@H:44]2[CH2:48][CH2:49][CH2:50][C@@H:51]([C:52]#[N:53])[N:43]2[C:42]1=[O:54]>>[CH2:1]([C@@H:8]([CH2:12][CH2:13][C@H:14]([CH2:33][C:34]1[CH:39]=[CH:38][CH:37]=[CH:36][CH:35]=1)[C:15]([NH:16][C@H:17]1[CH2:23][CH2:22][CH2:21][CH2:20][N:19]([C:24]2[CH:29]=[CH:28][CH:27]=[CH:26][C:25]=2[CH3:30])[C:18]1=[O:31])=[O:32])[C:9]([NH:40][C@H:41]1[CH2:47][CH2:46][S:45][C@H:44]2[CH2:48][CH2:49][CH2:50][C@@H:51]([C:52]#[N:53])[N:43]2[C:42]1=[O:54])=[O:10])[C:2]1[CH:7]=[CH:6][CH:5]=[CH:4][CH:3]=1. Procedure: (2R,5R)-2,5-Dibenzyl-N1-((4S,7S,10aS)-7-cyano-5-oxooctahydro-2H-pyrido[2,1-b][1,3]thiazepin-4-yl)-N6-((S)-2-oxo-1-o-tolylazepan-3-yl)hexanediamide was synthesized as described in General Procedure H using Intermediate 71 (10 mg, 0.019 mmol) and Intermediate 36 (5.2 mg, 0.020 mmol) to give a white solid (8.0 mg, 57% yield). Anal. Calcd. for C43H51N5O4S m/z 733.7. found: 734.3 (M+H)+; 1H NMR (400 MHz, CDCl3) (Rotamers) δ ppm 7.39-6.79 (16H, m), 5.35 (1H, d, J=3.8 Hz), 5.24 (1H, d, J=4.9 Hz), 5.02-... The solvent is [OH-].[Na+] (sodium hydroxide). Yield: 98.2%. Starting materials: C(C)(=O)OC=1C(=C(C=O)C=C(C1OC)[N+](=O)[O-])CCC (3-Acetyloxy-4-methoxy-5-nitro-2-propylbenzaldehyde), Cl (hydrochloric acid). Reaction SMILES: C([O:4][C:5]1[C:6]([CH2:18][CH2:19][CH3:20])=[C:7]([CH:10]=[C:11]([N+:15]([O-:17])=[O:16])[C:12]=1[O:13][CH3:14])[CH:8]=[O:9])(=O)C.Cl>[OH-].[Na+]>[OH:4][C:5]1[C:6]([CH2:18][CH2:19][CH3:20])=[C:7]([CH:10]=[C:11]([N+:15]([O-:17])=[O:16])[C:12]=1[O:13][CH3:14])[CH:8]=[O:9] |f:2.3|. The product is OC=1C(=C(C=O)C=C(C1OC)[N+](=O)[O-])CCC (3-Hydroxy-4-methoxy-5-nitro-2-propylbenzaldehyde). Procedure details: A suspension of the product from step (b) (39.5 g) in 20% sodium hydroxide solution (140 ml) was heated at 90° for 5 hours. The mixture was cooled and acidified wth dilute hydrochloric acid. The aqueous phase was extracted with ethyl acetate washed with brine, dried, filtered and evaporated to leave a brown oil (33 g) MS; m/e 239. Reactants: FC(S(=O)(=O)OC1=C2C[C@@H](COC2=CC=C1)N(CC1=CC=CC=C1)CC1=CC=CC=C1)(F)F ((3S)-3-(dibenzylamino)-3,4-dihydro-2H-chromen-5-yl trifluoromethanesulfonate), N1=CC=C(C=C1)B(O)O (pyridine-4-boronic acid), P(=O)([O-])([O-])[O-].[K+].[K+].[K+] (potassium phosphate). Reagents/catalysts: [Pd](Cl)Cl.C1(=CC=CC=C1)P([C-]1C=CC=C1)C1=CC=CC=C1.[C-]1(C=CC=C1)P(C1=CC=CC=C1)C1=CC=CC=C1.[Fe+2] (1,1′-bis(diphenylphosphino)ferrocene palladium(II) dichloride). Run in O1CCOCC1 (dioxane). Product: C(C1=CC=CC=C1)N([C@@H]1COC2=CC=CC(=C2C1)C1=CC=NC=C1)CC1=CC=CC=C1 ((3S)-N,N-Dibenzyl-5-pyridin-4-ylchroman-3-amine). The yield is 82.8%. RXN SMILES: FC(F)(F)S(O[C:7]1[CH:16]=[CH:15][CH:14]=[C:13]2[C:8]=1[CH2:9][C@H:10]([N:17]([CH2:25][C:26]1[CH:31]=[CH:30][CH:29]=[CH:28][CH:27]=1)[CH2:18][C:19]1[CH:24]=[CH:23][CH:22]=[CH:21][CH:20]=1)[CH2:11][O:12]2)(=O)=O.[N:34]1[CH:39]=[CH:38][C:37](B(O)O)=[CH:36][CH:35]=1.P([O-])([O-])([O-])=O.[K+].[K+].[K+]>O1CCOCC1.[Pd](Cl)Cl.C1(P(C2C=CC=CC=2)[C-]2C=CC=C2)C=CC=CC=1.[C-]1(P(C2C=CC=CC=2)C2C=CC=CC=2)C=CC=C1.[Fe+2]>[CH2:18]([N:17]([CH2:25][C:26]1[CH:31]=[CH:30][CH:29]=[CH:28][CH:27]=1)[C@H:10]1[CH2:9][C:8]2[C:13](=[CH:14][CH:15]=[CH:16][C:7]=2[C:37]2[CH:38]=[CH:39][N:34]=[CH:35][CH:36]=2)[O:12][CH2:11]1)[C:19]1[CH:24]=[CH:23][CH:22]=[CH:21][CH:20]=1 |f:2.3.4.5,7.8.9.10|. Procedure details: A mixture of (3S)-3-(dibenzylamino)-3,4-dihydro-2H-chromen-5-yl trifluoromethanesulfonate (1.00 g, 2.1 mmol), pyridine-4-boronic acid (644 mg, 5.2 mmol), 1,1′-bis(diphenylphosphino)ferrocene palladium(II) dichloride (256 mg, 0.3 mmol) and potassium phosphate (1.34 g, 6.3 mmol) in dioxane (15 mL) was irradiated in a microwave at 150° C. for 2.5 h. The mixture was filtered through a pad of celite and concentrated in vacuo. Purification by column chromatography, using a gradient of ethyl acetate in... Starting materials: [K+].C(C(C)C)N([C@@H](CCCCN)C(=O)[O-])S(=O)(=O)C1=CC=C(C=C1)C (Nα-isobutyl-Nα-(4-methylbenzenesulfonyl)-L-lysine potassium salt), Cl (HCl), CCN(C(C)C)C(C)C (DIEA), ClCC(=O)Cl (chloroacetyl chloride), C1CCOC1 (THF). Conditions: time 30 minute. Yields the product CC1=CC=C(C=C1)S(=O)(=O)N(CC(C)C)[C@@H](CCCCNC(=O)CNC2=CC=CC=C2)C(=O)O (Nα-isobutyl-Nα-(4-methylbenzenesulfonyl)-Nε-(N′α-phenylglycyl)-L-lysine), oil. Yield: 78.0%. Reaction SMILES: [K+].[CH2:2]([N:6]([S:16]([C:19]1[CH:24]=[CH:23][C:22]([CH3:25])=[CH:21][CH:20]=1)(=[O:18])=[O:17])[C@H:7]([C:13]([O-:15])=[O:14])[CH2:8][CH2:9][CH2:10][CH2:11][NH2:12])[CH:3]([CH3:5])[CH3:4].CC[N:28]([CH:32]([CH3:34])C)[CH:29]([CH3:31])[CH3:30].ClCC(Cl)=[O:38].Cl.[CH2:41]1[CH2:45]OC[CH2:42]1>>[CH3:25][C:22]1[CH:23]=[CH:24][C:19]([S:16]([N:6]([C@H:7]([C:13]([OH:15])=[O:14])[CH2:8][CH2:9][CH2:10][CH2:11][NH:12][C:34]([CH2:32][NH:28][C:29]2[CH:30]=[CH:45][CH:41]=[CH:42][CH:31]=2)=[O:38])[CH2:2][CH:3]([CH3:4])[CH3:5])(=[O:18])=[O:17])=[CH:20][CH:21]=1 |f:0.1|. Procedure details: The title compound was prepared from Nα-isobutyl-Nα-(4-methylbenzenesulfonyl)-L-lysine potassium salt (2.0 g, 5.1 mmol) suspended in a mixture of THF (20 mL), DIEA (1.5 mL, 8.6 mmol) and chloroacetyl chloride (0.8 mL, 10.1 mmol). The reaction mixture was stirred for a period of 30 min. Then, a solution of 2N HCl (20 mL) was added and the solution extracted with EtOAc (25 mL, 3×). The organic phase was dried with MgSO4, filtered and evaporated to a brown oil. The crude material was purified by fl...